Dataset: the Open Reaction Database (ORD), a public repository of structured organic reaction records. Task: describe an organic reaction: reactants, conditions, products, and yield Reactants: ClCCl, CC(C)(C)OC(=O)N1CCC2Nc3ccc(-c4ccc(Cl)cc4Cl)cc3C2C1, O=C(O)C(F)(F)F. RXN SMILES: [Cl:36][CH2:37][Cl:38].[Cl:8][c:9]1[c:10](-[c:16]2[cH:17][c:18]3[c:22]([cH:23][cH:24]2)[NH:21][CH:20]2[CH:19]3[CH2:28][N:27]([C:29]([O:30][C:31]([CH3:32])([CH3:33])[CH3:34])=[O:35])[CH2:26][CH2:25]2)[cH:11][cH:12][c:13]([Cl:15])[cH:14]1.[OH:1][C:2]([C:3]([F:4])([F:5])[F:6])=[O:7]>>[Cl:8][c:9]1[c:10](-[c:16]2[cH:17][c:18]3[c:22]([cH:23][cH:24]2)[NH:21][CH:20]2[CH:19]3[CH2:28][NH:27][CH2:26][CH2:25]2)[cH:11][cH:12][c:13]([Cl:15])[cH:14]1. The product is Clc1ccc(-c2ccc3c(c2)C2CNCCC2N3)c(Cl)c1. Reactants: O=C([O-])[O-], O=C(C=Cc1ccccc1)C=Cc1ccccc1, [Cs+], [Cs+], [Cu+], O=S(=O)([O-])C(F)(F)F, Cn1ccc2ccc(I)cc21, Cc1ccccc1C, c1ccccc1, c1c[nH]cn1. Yields the product Cn1ccc2ccc(-n3ccnc3)cc21. RXN SMILES: [C:19](=[O:20])([O-:21])[O-:22].[CH:1](=[CH:2][C:3]([CH:4]=[CH:5][c:6]1[cH:7][cH:8][cH:9][cH:10][cH:11]1)=[O:12])[c:13]1[cH:14][cH:15][cH:16][cH:17][cH:18]1.[Cs+:23].[Cs+:24].[Cu+:55].[F:47][C:48]([F:49])([F:50])[S:51]([O-:52])(=[O:53])=[O:54].[I:30][c:31]1[cH:32][cH:33][c:34]2[cH:35][cH:36][n:37]([CH3:40])[c:38]2[cH:39]1.[c:56]1([CH3:57])[c:58]([CH3:59])[cH:60][cH:61][cH:62][cH:63]1.[cH:41]1[cH:42][cH:43][cH:44][cH:45][cH:46]1.[nH:25]1[cH:26][n:27][cH:28][cH:29]1>>[n:25]1(-[c:31]2[cH:32][cH:33][c:34]3[cH:35][cH:36][n:37]([CH3:40])[c:38]3[cH:39]2)[cH:26][n:27][cH:28][cH:29]1. Reactants: CCOC(C)=O, COC(=O)C1C2C=CC(C2)C1C=O. Yields the product COC(=O)C1C2CCC(C2)C1C=O. RXN SMILES: [CH3:14][CH2:15][O:16][C:17](=[O:18])[CH3:19].[CH:1](=[O:2])[CH:3]1[CH:4]2[CH:5]=[CH:6][CH:7]([CH:8]1[C:9](=[O:10])[O:11][CH3:12])[CH2:13]2>>[CH:1](=[O:2])[CH:3]1[CH:4]2[CH2:5][CH2:6][CH:7]([CH:8]1[C:9](=[O:10])[O:11][CH3:12])[CH2:13]2. Starting materials: ClCCl, CCCC[N+](CCCC)(CCCC)CCCC, C[Si](C)(C)C(C(N)=O)[Si](C)(C)C, COCCl, CO, [I-], O, Cc1c[nH]c(=O)[nH]c1=O. Product: COCn1cc(C)c(=O)[nH]c1=O. As a reaction SMILES: [CH2:1]([Cl:2])[Cl:3].[CH2:30]([N+:31]([CH2:32][CH2:33][CH2:34][CH3:35])([CH2:36][CH2:37][CH2:38][CH3:39])[CH2:40][CH2:41][CH2:42][CH3:43])[CH2:44][CH2:45][CH3:46].[CH3:13][Si:14]([CH:15]([Si:16]([CH3:17])([CH3:18])[CH3:19])[C:20]([NH2:21])=[O:22])([CH3:23])[CH3:24].[CH3:25][O:26][CH2:27][Cl:28].[CH3:48][OH:49].[I-:29].[OH2:47].[nH:4]1[c:5](=[O:6])[nH:7][c:8](=[O:9])[c:10]([CH3:11])[cH:12]1>>[n:4]1([CH2:27][O:26][CH3:25])[c:5](=[O:6])[nH:7][c:8](=[O:9])[c:10]([CH3:11])[cH:12]1. RXN SMILES: [Br-:13].[CH2:16]1[O:17][CH2:18][CH2:19][CH2:20]1.[CH3:14][Mg+:15].[CH3:1][C:2]1([CH3:12])[CH2:3][CH:4]([CH:10]=[O:11])[CH2:5][C:6]([CH3:8])([CH3:9])[CH2:7]1>>[CH3:1][C:2]1([CH3:12])[CH2:3][CH:4]([CH:10]([OH:11])[CH3:14])[CH2:5][C:6]([CH3:8])([CH3:9])[CH2:7]1. Product: CC(O)C1CC(C)(C)CC(C)(C)C1. The reactants are [Br-], C1CCOC1, C[Mg+], CC1(C)CC(C=O)CC(C)(C)C1. The reactants are CS(=O)(=O)NC1CCCOc2ccccc21, [H-], CCCCI, [Na+], CN(C)C=O. The product is CCCCN(C1CCCOc2ccccc21)S(C)(=O)=O. As a reaction SMILES: [CH3:1][S:2](=[O:3])(=[O:4])[NH:5][CH:6]1[CH2:7][CH2:8][CH2:9][O:10][c:11]2[c:12]1[cH:13][cH:14][cH:15][cH:16]2.[H-:17].[I:19][CH2:20][CH2:21][CH2:22][CH3:23].[Na+:18].[O:24]=[CH:25][N:26]([CH3:27])[CH3:28]>>[CH3:1][S:2](=[O:3])(=[O:4])[N:5]([CH:6]1[CH2:7][CH2:8][CH2:9][O:10][c:11]2[c:12]1[cH:13][cH:14][cH:15][cH:16]2)[CH2:20][CH2:21][CH2:22][CH3:23]. Reactants: C(C)OC(=O)C1=NOC(=C1)C1=C(C=C(C=C1)C#N)F (5-(4-cyano-2-fluoro-phenyl)-isoxazole-3-carboxylic acid ethyl ester), [OH-].[Na+] (NaOH). Solvent: O1CCCC1 (tetrahydrofuran). The product is C(#N)C1=CC(=C(C=C1)C1=CC(=NO1)C(=O)O)F (5-(4-Cyano-2-fluoro-phenyl)-isoxazole-3-carboxylic acid). RXN SMILES: C([O:3][C:4]([C:6]1[CH:10]=[C:9]([C:11]2[CH:16]=[CH:15][C:14]([C:17]#[N:18])=[CH:13][C:12]=2[F:19])[O:8][N:7]=1)=[O:5])C.[OH-].[Na+]>O1CCCC1>[C:17]([C:14]1[CH:15]=[CH:16][C:11]([C:9]2[O:8][N:7]=[C:6]([C:4]([OH:5])=[O:3])[CH:10]=2)=[C:12]([F:19])[CH:13]=1)#[N:18] |f:1.2|. Reported procedure: The title compound is prepared from 5-(4-cyano-2-fluoro-phenyl)-isoxazole-3-carboxylic acid ethyl ester by treatment with aqueous NaOH solution in tetrahydrofuran. LC (method 4): tR=0.32 min; Mass spectrum (EI): m/z=232 [M]+.